Dataset: the Open Reaction Database (ORD), a public repository of structured organic reaction records. Task: describe an organic reaction: reactants, conditions, products, and yield Reactants: O=Cc1ccc(F)c([N+](=O)[O-])c1, [NH4+], [OH-], O. The product is Nc1ccc(C=O)cc1[N+](=O)[O-]. Reaction SMILES: [F:1][c:2]1[c:3]([N+:10](=[O:11])[O-:12])[cH:4][c:5]([CH:6]=[O:7])[cH:8][cH:9]1.[NH4+:14].[OH-:13].[OH2:15]>>[c:2]1([NH2:14])[c:3]([N+:10](=[O:11])[O-:12])[cH:4][c:5]([CH:6]=[O:7])[cH:8][cH:9]1. Reactants: C(C1=CC=CC=C1)OC(=O)NC(C(=O)OCC)(CCCCB1OC(C(O1)(C)C)(C)C)CN1CCCCC1 (ethyl 2-(benzyloxycarbonylamino)-2-(piperidin-1-ylmethyl)-6-(4,4,5,5-tetramethyl-1,3,2-dioxaborolan-2-yl)hexanoate), Cl (HCl). The product is Cl.Cl.NC(C(=O)O)(CCCCB(O)O)CN1CCCCC1 (2-amino-6-borono-2-(piperidin-1-ylmethyl)hexanoic acid dihydrochloride). RXN SMILES: C(OC([NH:11][C:12]([CH2:31][N:32]1[CH2:37][CH2:36][CH2:35][CH2:34][CH2:33]1)([CH2:18][CH2:19][CH2:20][CH2:21][B:22]1[O:26]C(C)(C)C(C)(C)[O:23]1)[C:13]([O:15]CC)=[O:14])=O)C1C=CC=CC=1.[ClH:38]>>[ClH:38].[ClH:38].[NH2:11][C:12]([CH2:31][N:32]1[CH2:37][CH2:36][CH2:35][CH2:34][CH2:33]1)([CH2:18][CH2:19][CH2:20][CH2:21][B:22]([OH:26])[OH:23])[C:13]([OH:15])=[O:14] |f:2.3.4|. Procedure details: A solution of ethyl 2-(benzyloxycarbonylamino)-2-(piperidin-1-ylmethyl)-6-(4,4,5,5-tetramethyl-1,3,2-dioxaborolan-2-yl)hexanoate (0.26 g, 0.51 mmol) in 6 N HCl (20 mL) was heated to a gentle reflux for 48 h. After cooling to room temperature, the solution was washed with dichloromethane (5×15 mL) and concentrated (aqueous layer). The resulting residue was dissolved in water (3 mL) and passed through cation exchange resin Dowex 50-200 eluted with 2 N ammonia (4 g resin was loaded on a column, was... Reactants: CC(C)([O-])C.[K+] (potassium tert-butoxide), CCCCCC.CCOC(=O)C (hexane EtOAc), C(C)(C)(C)OC(C1=CC(=C(C=C1)CC)[N+](=O)[O-])=O (4-ethyl-3-nitrobenzoic acid tert-butyl ester), C=O (paraformaldehyde). Solvent: CS(=O)C (DMSO), C(Cl)Cl (CH2Cl2). Reaction conditions: time 1 hour. Product: C(C)(C)(C)OC(=O)C1=CC(=C(C=C1)C(CO)C)[N+](=O)[O-] (2-(4-tert-butoxycarbonyl-2-nitrophenyl)propanol). Yield: 94.0%. Reaction SMILES: C(O[C:6](=[O:18])[C:7]1[CH:12]=[CH:11][C:10]([CH2:13][CH3:14])=[C:9]([N+:15]([O-:17])=[O:16])[CH:8]=1)(C)(C)C.C=O.[CH3:21][C:22]([CH3:25])([O-:24])[CH3:23].[K+].CCCCCC.C[CH2:34][O:35]C(C)=O>CS(C)=O.C(Cl)Cl>[C:22]([O:24][C:6]([C:7]1[CH:12]=[CH:11][C:10]([CH:13]([CH3:14])[CH2:34][OH:35])=[C:9]([N+:15]([O-:17])=[O:16])[CH:8]=1)=[O:18])([CH3:25])([CH3:23])[CH3:21] |f:2.3,4.5|. Procedure details: To a suspension of 4-ethyl-3-nitrobenzoic acid tert-butyl ester (11e) (10 g, 40 mmol) and paraformaldehyde (1.8 g, 60 mmol) in DMSO (10 mL) was added in portions potassium tert-butoxide (590 mg, 5.8 mmol), during which the colour of the reaction mixture was changing from yellow to purple. After stirring for 1 hour at room temperature, the reaction mixture was suspended in CH2Cl2, adsorbed onto silica gel (15 g) in vacuo and purified by flash chromatography (100 g silica, column: 3.5×14 cm, solve... Starting materials: CC12CCCNC1CCc1ccccc12, CC12CCCNC1CCc1ccccc12, O=C(O)c1ccc2[nH]cnc2c1. Product: CC12CCCN(C(=O)c3ccc4[nH]cnc4c3)C1CCc1ccccc12. As a reaction SMILES: [CH3:13][C:14]12[CH2:15][CH2:16][CH2:17][NH:18][CH:19]1[CH2:20][CH2:21][c:22]1[c:23]2[cH:24][cH:25][cH:26][cH:27]1.[CH3:28][C:29]12[c:30]3[cH:31][cH:32][cH:33][cH:34][c:35]3[CH2:36][CH2:37][CH:38]1[NH:39][CH2:40][CH2:41][CH2:42]2.[nH:1]1[cH:2][n:3][c:4]2[c:5]1[cH:6][cH:7][c:8]([C:10](=[O:11])[OH:12])[cH:9]2>>[nH:1]1[cH:2][n:3][c:4]2[c:5]1[cH:6][cH:7][c:8]([C:10](=[O:12])[N:18]1[CH2:17][CH2:16][CH2:15][C:14]3([CH3:13])[CH:19]1[CH2:20][CH2:21][c:22]1[c:23]3[cH:24][cH:25][cH:26][cH:27]1)[cH:9]2.